Dataset: the Open Reaction Database (ORD), a public repository of structured organic reaction records. Task: describe an organic reaction: reactants, conditions, products, and yield The reactants are C(CCC)[Li] (butyl lithium), BrCC=C(C)C (4-bromo-2-methyl-2-butene), C(C)(C)NC(C)C (diisopropylamine), NC1=C(C=C(C(=O)OC)C=C1)I (methyl 4-amino-3-iodobenzoate). Solvent: CCCCCC (hexane), [Cl-].[Na+].O (brine), O1CCCC1 (tetrahydrofuran), O1CCCC1 (tetrahydrofuran). Reaction conditions: temperature 0 celsius, time 10 minute. Yields the product IC=1C=C(C(=O)OC)C=CC1NCC=C(C)C (Methyl 3-iodo-4-(3-methyl-but-2-enylamino)-benzoate). Reaction SMILES: C(NC(C)C)(C)C.C([Li])CCC.[NH2:13][C:14]1[CH:23]=[CH:22][C:17]([C:18]([O:20][CH3:21])=[O:19])=[CH:16][C:15]=1[I:24].Br[CH2:26][CH:27]=[C:28]([CH3:30])[CH3:29]>O1CCCC1.CCCCCC.[Cl-].[Na+].O>[I:24][C:15]1[CH:16]=[C:17]([CH:22]=[CH:23][C:14]=1[NH:13][CH2:26][CH:27]=[C:28]([CH3:30])[CH3:29])[C:18]([O:20][CH3:21])=[O:19] |f:6.7.8|. Reported procedure: A solution of diisopropylamine (2.8 ml) in tetrahydrofuran (25 ml), under nitrogen, cooled to −10° C. was treated with butyl lithium in hexane (12.4 ml, 1.6M). The solution was added slowly via a syringe to a cooled to solution of methyl 4-amino-3-iodobenzoate (5 g, prepared according to the procedure of M. L. Hill, Tetrahedron, 1990, 46, page 4587) in tetrahydrofuran (100 ml), under nitrogen and at −78° C. The mixture was allowed to warm to 0° C. and after stirring for a further 10 minutes the ... The reactants are S1C=CC2=C1C=CC(=C2)C(CCC#N)C2=CNC1=C(C=CC=C21)CSC (4-(1-Benzothiophen-5-yl)-4-{7-[(methylsulfanyl)methyl]-1H-indol-3-yl}butanonitrile), ClCCl (dichloromethane), CO (methanol), ClC1=CC(=CC=C1)C(=O)OO (meta-chloroperbenzoic acid). The solvent is C(C)(=O)OCC (ethyl acetate). Conditions: time 2 hour. Yields the product S1C=CC2=C1C=CC(=C2)C(CCC#N)C2=CNC1=C(C=CC=C21)CS(=O)C (4-(1-Benzothiophen-5-yl)-4-{7-[(methylsulfinyl)methyl]-1H-indol-3-yl}butanonitrile). As a reaction SMILES: [S:1]1[C:5]2[CH:6]=[CH:7][C:8]([CH:10]([C:15]3[C:23]4[C:18](=[C:19]([CH2:24][S:25][CH3:26])[CH:20]=[CH:21][CH:22]=4)[NH:17][CH:16]=3)[CH2:11][CH2:12][C:13]#[N:14])=[CH:9][C:4]=2[CH:3]=[CH:2]1.ClCCl.ClC1C=CC=C(C(OO)=[O:38])C=1.CO>C(OCC)(=O)C>[S:1]1[C:5]2[CH:6]=[CH:7][C:8]([CH:10]([C:15]3[C:23]4[C:18](=[C:19]([CH2:24][S:25]([CH3:26])=[O:38])[CH:20]=[CH:21][CH:22]=4)[NH:17][CH:16]=3)[CH2:11][CH2:12][C:13]#[N:14])=[CH:9][C:4]=2[CH:3]=[CH:2]1. Procedure: 157 mg (0.42 mmol) of the compound from Example 52 were introduced into 28 ml of dichloromethane at 0° C., 102 mg (0.42 mmol) of 70% pure meta-chloroperbenzoic acid were added, and the mixture was stirred at RT for 2 h. 2 ml of methanol and a little ethyl acetate were added, and the mixture was extracted with water, saturated aqueous sodium bicarbonate solution and saturated aqueous sodium chloride solution. The phases were separated, and the solvents were removed from the organic phase in vacuo... Starting materials: silyl ester, ClC1=CC=C(C=C1)[C@@H]([C@H](C(=O)O)C)O ((2R,3R)-3-(4-chloro-phenyl)-3-hydroxy-2-methyl-propionic acid), N1=C(C=CC=C1C)C (2,6-lutidine), FC(S(=O)(=O)O[Si](C)(C)C(C)(C)C)(F)F (tert-butyldimethylsilyl trifluoromethanesulfonate), C(=O)([O-])[O-].[K+].[K+] (K2CO3). The solvent is CO (MeOH), C(Cl)Cl (DCM). Reaction conditions: temperature 0 celsius, time 30 minute. Yields the product C(C)(C)(C)[Si](O[C@H]([C@H](C(=O)O)C)C1=CC=C(C=C1)Cl)(C)C ((2R,3R)-3-(tert-Butyl-dimethyl-silyloxy)-3-(4-chloro-phenyl)-2-methyl-propionic acid). As a reaction SMILES: [Cl:1][C:2]1[CH:7]=[CH:6][C:5]([C@H:8]([OH:14])[C@@H:9]([CH3:13])[C:10]([OH:12])=[O:11])=[CH:4][CH:3]=1.N1C(C)=CC=CC=1C.FC(F)(F)S(O[Si:29]([C:32]([CH3:35])([CH3:34])[CH3:33])([CH3:31])[CH3:30])(=O)=O.C([O-])([O-])=O.[K+].[K+]>C(Cl)Cl.CO>[C:32]([Si:29]([CH3:31])([CH3:30])[O:14][C@@H:8]([C:5]1[CH:4]=[CH:3][C:2]([Cl:1])=[CH:7][CH:6]=1)[C@@H:9]([CH3:13])[C:10]([OH:12])=[O:11])([CH3:35])([CH3:34])[CH3:33] |f:3.4.5|. Procedure details: A solution of (2R,3R)-3-(4-chloro-phenyl)-3-hydroxy-2-methyl-propionic acid (0.76 g, 3.5 mmol) in DCM (20 mL) was cooled to 0° C. and treated with 2,6-lutidine (1.24 mL, 10.6 mmol) and tert-butyldimethylsilyl trifluoromethanesulfonate (1.9 mL, 8.27 mmol). The reaction solution was stirred at 0° C. for 30 min then allowed to warm to rt and stir 1 h. The reaction was quenched with 1 M HCl and the mixture was extracted with DCM (3×). The combined organic layers were dried (Na2SO4) and concentrated ... Reactants: COC(=O)c1ccc(C(=O)NN2CCN(C)CC2)s1, CCO, NN, O. Yields the product CN1CCN(NC(=O)c2ccc(C(=O)NN)s2)CC1. RXN SMILES: [CH3:1][N:2]1[CH2:3][CH2:4][N:5]([NH:8][C:9](=[O:10])[c:11]2[cH:12][cH:13][c:14]([C:16]([O:18][CH3:17])=[O:19])[s:15]2)[CH2:6][CH2:7]1.[CH3:23][CH2:24][OH:25].[NH2:21][NH2:22].[OH2:20]>>[CH3:1][N:2]1[CH2:3][CH2:4][N:5]([NH:8][C:9](=[O:10])[c:11]2[cH:12][cH:13][c:14]([C:16](=[O:18])[NH:21][NH2:22])[s:15]2)[CH2:6][CH2:7]1. The reactants are ClC=1C(=CC=C2C=CNC12)F (7-chloro-6-fluoroindole), O (water), [H-].[Na+] (sodium hydride), CC1OC1 ((RS)-methyloxirane). Solvent: O1CCCC1 (tetrahydrofuran), CCOCC (ether). Reaction conditions: time 1 hour. Product: ClC=1C(=CC=C2C=CN(C12)CC(C)O)F ((RS)-1-(7-chloro-6-fluoro-indol-1-yl)-propan-2-ol). The yield is 77.8%. Reaction SMILES: [H-].[Na+].[Cl:3][C:4]1[C:5]([F:13])=[CH:6][CH:7]=[C:8]2[C:12]=1[NH:11][CH:10]=[CH:9]2.[CH3:14][CH:15]1[CH2:17][O:16]1.O>O1CCCC1.CCOCC>[Cl:3][C:4]1[C:5]([F:13])=[CH:6][CH:7]=[C:8]2[C:12]=1[N:11]([CH2:14][CH:15]([OH:16])[CH3:17])[CH:10]=[CH:9]2 |f:0.1|. Procedure: A suspension of 45 mg of sodium hydride dispersion in 10 ml of tetrahydrofuran was treated with 0.2 g of 7-chloro-6-fluoroindole at 0° and stirred at this temperature for 1 hour. After the addition of 0.17 ml of (RS)-methyloxirane the reaction mixture was stirred at room temperature for 4 days and subsequently treated with water. The mixture was diluted with ether, washed with water and with saturated sodium chloride solution and the organic phase was dried over sodium sulfate. After removal of ... The reactants are ClCCl, O=[Cr](=O)([O-])Cl, OCc1cccc2cc3ccccc3cc12, c1cc[nH+]cc1. Product: O=Cc1cccc2cc3ccccc3cc12. RXN SMILES: [Cl:28][CH2:29][Cl:30].[O:17]=[Cr:18]([Cl:19])([O-:20])=[O:21].[c:1]1([CH2:15][OH:16])[cH:2][cH:3][cH:4][c:5]2[cH:6][c:7]3[cH:8][cH:9][cH:10][cH:11][c:12]3[cH:13][c:14]12.[nH+:22]1[cH:23][cH:24][cH:25][cH:26][cH:27]1>>[c:1]1([CH:15]=[O:16])[cH:2][cH:3][cH:4][c:5]2[cH:6][c:7]3[cH:8][cH:9][cH:10][cH:11][c:12]3[cH:13][c:14]12.